This data is from the Open Reaction Database (ORD), a public repository of structured organic reaction records. The task is: describe an organic reaction: reactants, conditions, products, and yield The reactants are N1=CN=CC(=C1)B(O)O (pyrimidine-5-yl boronic acid), COC(=O)C=1C(SC2=CC(=CC=C2C1O)Br)=O (7-bromo-4-hydroxy-2-oxo-2H-thiochromene-3-carboxylic acid methyl ester), C(=O)([O-])[O-].[Na+].[Na+] (Na2CO3). The reagents and catalysts are C=1C=CC(=CC1)[P](C=2C=CC=CC2)(C=3C=CC=CC3)[Pd]([P](C=4C=CC=CC4)(C=5C=CC=CC5)C=6C=CC=CC6)([P](C=7C=CC=CC7)(C=8C=CC=CC8)C=9C=CC=CC9)[P](C=1C=CC=CC1)(C=1C=CC=CC1)C=1C=CC=CC1 (Pd(PPh3)4). Run in C(OC)COC (dimethoxyethane). Yields the product COC(=O)C=1C(SC2=CC(=CC=C2C1O)C=1C=NC=NC1)=O (4-hydroxy-2-oxo-7-pyrimidin-5-yl-2H-thiochromene-3-carboxylic acid methyl ester). Yield: 35.9%. RXN SMILES: [CH3:1][O:2][C:3]([C:5]1[C:6](=[O:17])[S:7][C:8]2[C:13]([C:14]=1[OH:15])=[CH:12][CH:11]=[C:10](Br)[CH:9]=2)=[O:4].[N:18]1[CH:23]=[C:22](B(O)O)[CH:21]=[N:20][CH:19]=1.C([O-])([O-])=O.[Na+].[Na+]>C(COC)OC.C1C=CC([P]([Pd]([P](C2C=CC=CC=2)(C2C=CC=CC=2)C2C=CC=CC=2)([P](C2C=CC=CC=2)(C2C=CC=CC=2)C2C=CC=CC=2)[P](C2C=CC=CC=2)(C2C=CC=CC=2)C2C=CC=CC=2)(C2C=CC=CC=2)C2C=CC=CC=2)=CC=1>[CH3:1][O:2][C:3]([C:5]1[C:6](=[O:17])[S:7][C:8]2[C:13]([C:14]=1[OH:15])=[CH:12][CH:11]=[C:10]([C:22]1[CH:23]=[N:18][CH:19]=[N:20][CH:21]=1)[CH:9]=2)=[O:4] |f:2.3.4,^1:42,44,63,82|. Procedure: To a mixture of 7-bromo-4-hydroxy-2-oxo-2H-thiochromene-3-carboxylic acid methyl ester (Example 5e) (220 mg, 0.70 mmol) in dimethoxyethane (DME) (3.1 mL) was added pyrimidine-5-yl boronic acid (104 mg, 0.84 mmol), Pd(PPh3)4 solid (65 mg, 0.08 mmol) and then 2M aqueous Na2CO3 solution (0.86 mL). The resulting mixture was purged with nitrogen gas for 1 min and heated to reflux for 2 h. After cooling, the reaction mixture was diluted with water (80 mL), acidified using 1 N HCl to pH 3-4 and extract... Reactants: O (H2O), C=O (formaldehyde), C(=O)(O)C=1C=C2C(C(=O)NC2=O)=CC1 (4-carboxyphthalimide). Run in CN(C=O)C (dimethylformamide). Product: OCC1=C2C(C(=O)NC2=O)=CC=C1 (hydroxymethylphthalimide). The yield is 96.0%. RXN SMILES: C([C:4]1[CH:5]=[C:6]2[C:11](=[O:12])[NH:10][C:8](=[O:9])[C:7]2=[CH:13][CH:14]=1)(O)=O.[OH2:15].[CH2:16]=O>CN(C)C=O>[OH:15][CH2:16][C:5]1[CH:4]=[CH:14][CH:13]=[C:7]2[C:8]([NH:10][C:11](=[O:12])[C:6]=12)=[O:9]. Procedure details: The 4-carboxyphthalimide (0.5 mol) was dissolved in dimethylformamide (200 ml) and H2O (600 ml) and treated with 37% aqueous formaldehyde (100 ml) and the mixture was heated on a steam bath until the solution became homogenous. The reaction was placed in an ice bath and cooled. A white solid crystallized and was collected and washed with cold water. The solid was dissolved in THF and dried with MgSO4 and concentrated to yield 96% of hydroxymethylphthalimide product. The reactants are COC(C(=CC1=CC2=C(O[C@@H](CO2)C2=CC=C(C=C2)OCC2=CC(=C(C=C2)Cl)Cl)C=C1)NC(=O)OC(C)(C)C)=O (2-tert-Butoxycarbonylamino-3-{(R)-2-[4-(3,4-dichloro-benzyloxy)-phenyl]-2,3-dihydro-benzo[1,4]dioxin-6-yl}-acrylic acid methyl ester), (+)-1,2-bis((2S,5S)-2,5-diethylphospholano)benzene(cyclooctadiene)rhodium(I)trifluoromethanesulfonate. The solvent is C(Cl)Cl (DCM), CCOC(=O)C (EtOAc). Conditions: time 2 hour. The product is COC([C@H](CC1=CC2=C(O[C@@H](CO2)C2=CC=C(C=C2)OCC2=CC(=C(C=C2)Cl)Cl)C=C1)NC(=O)OC(C)(C)C)=O ((S)-2-tert-Butoxycarbonylamino-3-{(R)-2-[4-(3,4-dichloro-benzyloxy)-phenyl]-2,3-dihydro-benzo[1,4]dioxin-6-yl}-propionic acid methyl ester). As a reaction SMILES: [CH3:1][O:2][C:3](=[O:40])[C:4]([NH:32][C:33]([O:35][C:36]([CH3:39])([CH3:38])[CH3:37])=[O:34])=[CH:5][C:6]1[CH:31]=[CH:30][C:9]2[O:10][C@H:11]([C:14]3[CH:19]=[CH:18][C:17]([O:20][CH2:21][C:22]4[CH:27]=[CH:26][C:25]([Cl:28])=[C:24]([Cl:29])[CH:23]=4)=[CH:16][CH:15]=3)[CH2:12][O:13][C:8]=2[CH:7]=1>CCOC(C)=O.C(Cl)Cl>[CH3:1][O:2][C:3](=[O:40])[C@@H:4]([NH:32][C:33]([O:35][C:36]([CH3:38])([CH3:37])[CH3:39])=[O:34])[CH2:5][C:6]1[CH:31]=[CH:30][C:9]2[O:10][C@H:11]([C:14]3[CH:15]=[CH:16][C:17]([O:20][CH2:21][C:22]4[CH:27]=[CH:26][C:25]([Cl:28])=[C:24]([Cl:29])[CH:23]=4)=[CH:18][CH:19]=3)[CH2:12][O:13][C:8]=2[CH:7]=1. Reported procedure: 2-tert-Butoxycarbonylamino-3-{(R)-2-[4-(3,4-dichloro-benzyloxy)-phenyl]-2,3-dihydro-benzo[1,4]dioxin-6-yl}-acrylic acid methyl ester (4.9 g) was suspended in 300 mL EtOAc. 400 mg (+)-1,2-bis((2S,5S)-2,5-diethylphospholano)benzene(cyclooctadiene)rhodium(I)trifluoromethanesulfonate in 30 mL DCM was added. The mixture was then degassed and a hydrogen balloon was added. The mixture was stirred at room temperature for 2 hours and the solvent was evaporated. The residue was purified by silica gel flas... Starting materials: ClC1=NC(=CC(=N1)C(=C)OCC)COCC(F)(F)F (2-Chloro-4-(1-ethoxyvinyl)-6-((2,2,2-trifluoroethoxy)methyl)pyrimidine), COC=1C=C(N)C=CC1N1C=NC(=C1)OC (3-methoxy-4-(4-methoxy-1H-imidazol-1-yl)aniline), C1(CCCCC1)P(C1=C(C=CC=C1)C1=CC=CC=C1)C1CCCCC1 (2-(dicyclohexylphosphino)biphenyl), C([O-])([O-])=O.[Cs+].[Cs+] (cesium carbonate). The reagents and catalysts are C(C)(=O)[O-].[Pd+2].C(C)(=O)[O-] (palladium(II) acetate). The solvent is O1CCOCC1 (dioxane). Run at temperature 120 celsius. Product: C(C)OC(=C)C1=NC(=NC(=C1)COCC(F)(F)F)NC1=CC(=C(C=C1)N1C=NC(=C1)OC)OC (4-(1-Ethoxyvinyl)-N-(3-methoxy-4-(4-methoxy-1H-imidazol-1-yl)phenyl)-6-((2,2,2-trifluoroethoxy)methyl)pyrimidin-2-amine). As a reaction SMILES: Cl[C:2]1[N:7]=[C:6]([C:8]([O:10][CH2:11][CH3:12])=[CH2:9])[CH:5]=[C:4]([CH2:13][O:14][CH2:15][C:16]([F:19])([F:18])[F:17])[N:3]=1.[CH3:20][O:21][C:22]1[CH:23]=[C:24]([CH:26]=[CH:27][C:28]=1[N:29]1[CH:33]=[C:32]([O:34][CH3:35])[N:31]=[CH:30]1)[NH2:25].C1(P(C2CCCCC2)C2C=CC=CC=2C2C=CC=CC=2)CCCCC1.C(=O)([O-])[O-].[Cs+].[Cs+]>C([O-])(=O)C.[Pd+2].C([O-])(=O)C.O1CCOCC1>[CH2:11]([O:10][C:8]([C:6]1[CH:5]=[C:4]([CH2:13][O:14][CH2:15][C:16]([F:19])([F:18])[F:17])[N:3]=[C:2]([NH:25][C:24]2[CH:26]=[CH:27][C:28]([N:29]3[CH:33]=[C:32]([O:34][CH3:35])[N:31]=[CH:30]3)=[C:22]([O:21][CH3:20])[CH:23]=2)[N:7]=1)=[CH2:9])[CH3:12] |f:3.4.5,6.7.8|. Reported procedure: 2-Chloro-4-(1-ethoxyvinyl)-6-((2,2,2-trifluoroethoxy)methyl)pyrimidine (0.230 g, 0.78 mmol), 3-methoxy-4-(4-methoxy-1H-imidazol-1-yl)aniline, palladium(II) acetate (0.026 g, 0.12 mmol), 2-(dicyclohexylphosphino)biphenyl (0.041 g, 0.12 mmol), cesium carbonate (0.505 g, 1.55 mmol) and dioxane (20 mL) were mixed in a vial. The vial was capped, evacuated and flushed with nitrogen. The mixture was heated by microwave irradiation at 120° C. for 1.5 h. The mixture was filtrated through pad of silica an...